Dataset: the Open Reaction Database (ORD), a public repository of structured organic reaction records. Task: describe an organic reaction: reactants, conditions, products, and yield Reactants: C(/C(/Cl)=C(/Cl)\C=O)(=O)O (Mucochloric acid), C1(=CC=CC=C1)NN (phenyl hydrazine). The solvent is C(C)O (ethanol). Conditions: time 2 hour. The product is ClC=1C(N(N=CC1Cl)C1=CC=CC=C1)=O (4,5-Dichloro-2-phenylpyridazin-3-one). As a reaction SMILES: [C:1]([OH:9])(=O)/[C:2](=[C:4](\[CH:6]=O)/[Cl:5])/[Cl:3].[C:10]1([NH:16][NH2:17])[CH:15]=[CH:14][CH:13]=[CH:12][CH:11]=1>C(O)C>[Cl:3][C:2]1[C:1](=[O:9])[N:16]([C:10]2[CH:15]=[CH:14][CH:13]=[CH:12][CH:11]=2)[N:17]=[CH:6][C:4]=1[Cl:5]. Procedure: Mucochloric acid (9.3 g, 0.055 moles) was dissolved in ethanol (60 ml) and phenyl hydrazine (5.4 g, 0.05 moles) was added. The reaction mixture was stirred at room temperature for 2 hours. Evaporated to a low bulk and the residue was suspended in glacial acetic acid (60 ml). Refluxed with stirring for 3 hours. Evaporated to dryness and triturated with methanol to give the required product as a pale brown solid. (11.0 g, 91%) Starting materials: BrC1=CC=C(C=C1)C1=CC=C(C=C1)C=O (4'-bromo-4-biphenylcarboxaldehyde), [Cu]C#N (copper (I) cyanide), N (ammonia). Run in CN(C=O)C (dimethylformamide). Run at temperature 180 celsius. The product is residue, C(#N)C1=CC=C(C=C1)C1=CC=C(C=C1)C=O (4'-cyano-4-biphenylcarboxaldehyde). Yield: 73.7%. Reaction SMILES: Br[C:2]1[CH:7]=[CH:6][C:5]([C:8]2[CH:13]=[CH:12][C:11]([CH:14]=[O:15])=[CH:10][CH:9]=2)=[CH:4][CH:3]=1.[Cu][C:17]#[N:18].N>CN(C)C=O>[C:17]([C:2]1[CH:7]=[CH:6][C:5]([C:8]2[CH:13]=[CH:12][C:11]([CH:14]=[O:15])=[CH:10][CH:9]=2)=[CH:4][CH:3]=1)#[N:18]. Reported procedure: 10.0 g of 4'-bromo-4-biphenylcarboxaldehyde and 5.31 g of copper (I) cyanide were dissolved in 80 ml of dimethylformamide while gassing with argon and the solution was heated to reflux for 15 hours at 180° C. bath temperature. Thereafter, the reaction mixture was poured cautiously into 200 ml of 25 percent ammonia and extracted three times with 200 ml of methylene chloride each time. The organic phases were washed once with 200 ml of 25 percent ammonia and twice with 200 ml of water each time, d... Reactants: ClC1=C(C=CC=C1)C(CC(=O)C1=CN(C(C=C1)=O)C)C1=CC(=C(C(=O)NC2CCOCC2)C=C1)F (4-(1-(2-chlorophenyl)-3-(1-methyl-6-oxo-1,6-dihydropyridin-3-yl)-3-oxopropyl)-2-fluoro-N-(tetrahydro-2H-pyran-4-yl)benzamide), Cl.NO (hydroxylamine hydrochloride), C(=O)(O)[O-].[Na+] (NaHCO3). Yields the product ClC1=C(C=CC=C1)C(C\C(\C1=CN(C(C=C1)=O)C)=N/O)C1=CC(=C(C(=O)NC2CCOCC2)C=C1)F ((E)-4-(1-(2-Chlorophenyl)-3-(hydroxyimino)-3-(1-methyl-6-oxo-1,6-dihydropyridin-3-yl)propyl)-2-fluoro-N-(tetrahydro-2H-pyran-4-yl)benzamide). As a reaction SMILES: [Cl:1][C:2]1[CH:7]=[CH:6][CH:5]=[CH:4][C:3]=1[CH:8]([C:20]1[CH:34]=[CH:33][C:23]([C:24]([NH:26][CH:27]2[CH2:32][CH2:31][O:30][CH2:29][CH2:28]2)=[O:25])=[C:22]([F:35])[CH:21]=1)[CH2:9][C:10]([C:12]1[CH:17]=[CH:16][C:15](=[O:18])[N:14]([CH3:19])[CH:13]=1)=O.Cl.[NH2:37][OH:38].C([O-])(O)=O.[Na+]>>[Cl:1][C:2]1[CH:7]=[CH:6][CH:5]=[CH:4][C:3]=1[CH:8]([C:20]1[CH:34]=[CH:33][C:23]([C:24]([NH:26][CH:27]2[CH2:32][CH2:31][O:30][CH2:29][CH2:28]2)=[O:25])=[C:22]([F:35])[CH:21]=1)[CH2:9]/[C:10](=[N:37]\[OH:38])/[C:12]1[CH:17]=[CH:16][C:15](=[O:18])[N:14]([CH3:19])[CH:13]=1 |f:1.2,3.4|. Reported procedure: In analogy to example 151, step 3, 4-(1-(2-chlorophenyl)-3-(1-methyl-6-oxo-1,6-dihydropyridin-3-yl)-3-oxopropyl)-2-fluoro-N-(tetrahydro-2H-pyran-4-yl)benzamide was reacted with hydroxylamine hydrochloride in the presence of NaHCO3 to give the title compound containing 4% of the corresponding Z isomer as a colorless foam, MS (ESI+): m/z=512.3 [M+H]+.